From a dataset of the Open Reaction Database (ORD), a public repository of structured organic reaction records. describe an organic reaction: reactants, conditions, products, and yield RXN SMILES: [Na].[CH2:2]([O:4][C:5](=[O:17])[CH2:6][C:7]1[CH:16]=[CH:15][C:12]([O:13][CH3:14])=[C:9]([O:10][CH3:11])[CH:8]=1)C.[N:18]1[CH:23]=[CH:22][CH:21]=[CH:20][CH:19]=1>CO>[CH3:2][O:4][C:5]([C:6](=[C:23]1[CH2:22][CH2:21][CH2:20][N:18]1[CH3:19])[C:7]1[CH:16]=[CH:15][C:12]([O:13][CH3:14])=[C:9]([O:10][CH3:11])[CH:8]=1)=[O:17] |^1:0|. Run in CO (methanol). The product is COC(=O)C(C1=CC(=C(C=C1)OC)OC)=C1N(CCC1)C (2-(α-methoxycarbonyl-3,4-dimethoxybenzylidene)-1-methylpyrrolidine). Reported procedure: Add a solution of 0.46 g of sodium in 5 ml of methanol dropwise to a mixture of 5.8 g of the title compound of Example 11 and 4.5 g of homoveratric acid ethyl ester in 15 ml of pyridine. Stir the resulting reaction mixture for 2 hours at 60°, and then distil pyridine and alcohol off under a vacuum before extracting the oily residue first with water and subsequently with petroleum ether. Chromatograph thus-extracted residue on a silica gel column with chloroform/methanol (19:1) to obtain eluate w... Starting materials: C(C)OC(CC1=CC(OC)=C(OC)C=C1)=O (homoveratric acid ethyl ester), N1=CC=CC=C1 (pyridine), [Na] (sodium). Starting materials: NC1=CC(=NC=N1)OC1=C(C=C(C=C1)NC(=S)NC(CC1=CC=C(C=C1)F)=O)F (1-(4-(6-Aminopyrimidin-4-yloxy)-3-fluorophenyl)-3-(2-(4-fluorophenyl)acetyl)thiourea), NC1=CC(=NC=N1)OC1=C(C=C(C=C1)NC(=S)NC(CC1=CC=C(C=C1)F)=O)F (1-(4-(6-Aminopyrimidin-4-yloxy)-3-fluorophenyl)-3-(2-(4-fluorophenyl)acetyl)thiourea), FC1=CC=C(C=C1)CC(=O)N=C=S (2-(4-fluorophenyl)ethanoyl isothiocyanate). Run in C(Cl)Cl (CH2Cl2). Run at time 20 hour. Yields the product NC1=NC=CC(=C1)OC1=C(C=C(C=C1)NC(=S)NC(CC1=CC=C(C=C1)F)=O)F (1-(4-(2-Aminopyridin-4-yloxy)-3-fluorophenyl)-3-(2-(4-fluorophenyl)acetyl)thiourea). Isolated yield 38.6%. RXN SMILES: N[C:2]1[N:7]=[CH:6][N:5]=[C:4]([O:8][C:9]2[CH:14]=[CH:13][C:12]([NH:15][C:16]([NH:18][C:19](=[O:28])[CH2:20][C:21]3[CH:26]=[CH:25][C:24]([F:27])=[CH:23][CH:22]=3)=[S:17])=[CH:11][C:10]=2[F:29])[CH:3]=1.F[C:31]1C=CC(CC(N=C=S)=O)=CC=1>C(Cl)Cl>[NH2:5][C:6]1[CH:31]=[C:4]([O:8][C:9]2[CH:14]=[CH:13][C:12]([NH:15][C:16]([NH:18][C:19](=[O:28])[CH2:20][C:21]3[CH:26]=[CH:25][C:24]([F:27])=[CH:23][CH:22]=3)=[S:17])=[CH:11][C:10]=2[F:29])[CH:3]=[CH:2][N:7]=1. Reported procedure: 4-Fluorophenylacetylchloride (Aldrich, 0.017 mL, 0.126 mmol, 2.5 eq) was added to a solution of sodium thiocyanate (0.014 g, 0.176 mmol, 3.5 eq) in ethyl acetate (1.0 mL) at room temperature and the reaction mixture was stirred for 1.5 h to afford a 2-(4-fluorophenyl)ethanoyl isothiocyanate solution (0.126 M). 4-(4-Amino-2-fluorophenoxy)pyridin-2-amine (Compound B of Example 24, 0.011 g, 0.050 mmol, 1.0 eq) was dissolved in CH2Cl2 (1.0 mL) and 2-(4-fluorophenyl)ethanoyl isothiocyanate (0.126 M, ... The reactants are S(=O)(=O)([O-])[O-].[Mg+2] (magnesium sulfate), FC([C@@H](CCCCCC)O)(F)F ((R)-(+)-1,1,1-trifluoro-2-octanol), C(C1=CC=CC=C1)OC1=CC=C(C(=O)Cl)C=C1 (4-benzyloxybenzoic acid chloride), CN(C)C1=NC=CC=C1 (dimethylaminopyridine). Run in C(Cl)Cl (methylene chloride), C(Cl)Cl (methylene chloride), C(C)N(CC)CC (triethylamine), C(Cl)Cl (methylene chloride), O (water). Yields the product C(C1=CC=CC=C1)OC1=CC=C(C(=O)OC(C(F)(F)F)CCCCCC)C=C1 (1,1,1-trifluoro-2-octyl 4-benzyloxybenzoate). Isolated yield 50.9%. As a reaction SMILES: [F:1][C:2]([F:12])([F:11])[C@H:3]([OH:10])[CH2:4][CH2:5][CH2:6][CH2:7][CH2:8][CH3:9].[CH2:13]([O:20][C:21]1[CH:29]=[CH:28][C:24]([C:25](Cl)=[O:26])=[CH:23][CH:22]=1)[C:14]1[CH:19]=[CH:18][CH:17]=[CH:16][CH:15]=1.CN(C1C=CC=CN=1)C.S([O-])([O-])(=O)=O.[Mg+2]>C(Cl)Cl.O.C(N(CC)CC)C>[CH2:13]([O:20][C:21]1[CH:22]=[CH:23][C:24]([C:25]([O:10][CH:3]([CH2:4][CH2:5][CH2:6][CH2:7][CH2:8][CH3:9])[C:2]([F:11])([F:12])[F:1])=[O:26])=[CH:28][CH:29]=1)[C:14]1[CH:15]=[CH:16][CH:17]=[CH:18][CH:19]=1 |f:3.4|. Procedure details: After 3.7 g of (R)-(+)-1,1,1-trifluoro-2-octanol and 1.2 g of triethylamine were added to 40 ml of methylene chloride to form a mixture, 40 ml of methylene chloride solution containing 4.3 g of 4-benzyloxybenzoic acid chloride was dropped with stirring to the mixture. Further, 0.5 g of dimethylaminopyridine was added and the mixture thus formed was stirred at an ambient temperature for a whole day and night. Thereafter, the reaction liquid was poured in a water tank to make it neutral. After the... The solvent is O1CCOCC1 (1,4-dioxane). Yields the product NC1=CC(=C(C(=O)O)C=C1I)OC (4-amino-5-iodo-2-methoxybenzoic acid). Reported procedure: To a stirred and heated (25° C.) solution of 5 g of 4-amino-2-methoxy benzoic acid in 75 ml of 1,4-dioxane were added 6.9 g of grinded 1-iodo-2,5-pyrrolidinedione. The mixture was stirred in an oil bath at 105° C. for 3 hours. After the addition of 300 ml of water, the crystallized product was filtered off and dried, yielding 4.3 g (48.9%) of 4-amino-5-iodo-2-methoxybenzoic acid; mp. 180.6° C. (interm. 5). The yield is 49.1%. RXN SMILES: [NH2:1][C:2]1[CH:10]=[CH:9][C:5]([C:6]([OH:8])=[O:7])=[C:4]([O:11][CH3:12])[CH:3]=1.[I:13]N1C(=O)CCC1=O.O>O1CCOCC1>[NH2:1][C:2]1[C:10]([I:13])=[CH:9][C:5]([C:6]([OH:8])=[O:7])=[C:4]([O:11][CH3:12])[CH:3]=1. Starting materials: IN1C(CCC1=O)=O (1-iodo-2,5-pyrrolidinedione), NC1=CC(=C(C(=O)O)C=C1)OC (4-amino-2-methoxy benzoic acid), O (water). Starting materials: CCCCCI, COc1cccc(C2CCCNC2)c1, CC#N, [K+], [K+], O=C([O-])[O-]. The product is CCCCCN1CCCC(c2cccc(OC)c2)C1. RXN SMILES: [CH2:21]([CH2:22][CH2:23][CH2:24][CH3:25])[I:26].[CH3:1][O:2][c:3]1[cH:4][c:5]([CH:9]2[CH2:10][NH:11][CH2:12][CH2:13][CH2:14]2)[cH:6][cH:7][cH:8]1.[CH3:27][C:28]#[N:29].[K+:15].[K+:16].[O-:17][C:18]([O-:19])=[O:20]>>[CH3:1][O:2][c:3]1[cH:4][c:5]([CH:9]2[CH2:10][N:11]([CH2:21][CH2:22][CH2:23][CH2:24][CH3:25])[CH2:12][CH2:13][CH2:14]2)[cH:6][cH:7][cH:8]1. Reactants: ClC=1C(=NC=C(C1)O)C(C)=O (1-(3-Chloro-5-hydroxypyridin-2-yl)ethanone), [Cl-].[Na+] (sodium chloride), mixture, Br[Mg]C (bromo(methyl)magnesium), C(C)OCC (diethylether), Br[Mg]C (bromo(methyl)magnesium), C(C)OCC (diethylether). Run in C1CCOC1 (THF). Reaction conditions: temperature 0 celsius, time 3 hour. Yields the product ClC=1C=C(C=NC1C(C)(C)O)O (5-Chloro-6-(1-hydroxy-1-methylethyl)pyridin-3-ol), solid. Yield: 4.0%. RXN SMILES: [Cl:1][C:2]1[C:3]([C:9](=[O:11])[CH3:10])=[N:4][CH:5]=[C:6]([OH:8])[CH:7]=1.Br[Mg][CH3:14].C(OCC)C.[Cl-].[Na+]>C1COCC1>[Cl:1][C:2]1[CH:7]=[C:6]([OH:8])[CH:5]=[N:4][C:3]=1[C:9]([OH:11])([CH3:14])[CH3:10] |f:3.4|. Procedure: 1-(3-Chloro-5-hydroxypyridin-2-yl)ethanone (0.075 g, 0.0068 mol) was dissolved in THF (2 mL). The mixture was degassed three times then cooled to 0° C. with an ice bath. Then bromo(methyl)magnesium in diethylether (0.3 mL, 0.0009 mol) was added dropwise to the reaction mixture under nitrogen keeping the temperature at 0° C. with an ice bath. When the addition was complete, it was left to warm up to room temperature for 16 hours. Then bromo(methyl)magnesium in diethylether (0.3 mL, 0.0009 mol) wa... The reactants are [Cl-], [H-], COc1ccccc1Oc1c(N)nc(-c2ncccn2)nc1OCCOc1ncc(Br)cn1, [NH4+], [Na+], C1CCOC1, O=S(=O)(Cl)c1cccs1. The product is COc1ccccc1Oc1c(NS(=O)(=O)c2cccs2)nc(-c2ncccn2)nc1OCCOc1ncc(Br)cn1. As a reaction SMILES: [Cl-:45].[H-:34].[NH2:1][c:2]1[n:3][c:4](-[c:28]2[n:29][cH:30][cH:31][cH:32][n:33]2)[n:5][c:6]([O:17][CH2:18][CH2:19][O:20][c:21]2[n:22][cH:23][c:24]([Br:27])[cH:25][n:26]2)[c:7]1[O:8][c:9]1[c:10]([O:15][CH3:16])[cH:11][cH:12][cH:13][cH:14]1.[NH4+:46].[Na+:35].[O:47]1[CH2:48][CH2:49][CH2:50][CH2:51]1.[s:36]1[c:37]([S:41](=[O:42])(=[O:43])[Cl:44])[cH:38][cH:39][cH:40]1>>[NH:1]([c:2]1[n:3][c:4](-[c:28]2[n:29][cH:30][cH:31][cH:32][n:33]2)[n:5][c:6]([O:17][CH2:18][CH2:19][O:20][c:21]2[n:22][cH:23][c:24]([Br:27])[cH:25][n:26]2)[c:7]1[O:8][c:9]1[c:10]([O:15][CH3:16])[cH:11][cH:12][cH:13][cH:14]1)[S:41]([c:37]1[s:36][cH:40][cH:39][cH:38]1)(=[O:42])=[O:43].